describe an organic reaction: reactants, conditions, products, and yield From a dataset of the Open Reaction Database (ORD), a public repository of structured organic reaction records. Starting materials: CCOC(=O)C(C#N)=NO, O=C([O-])O, [Cl-], [Na+], [Na+], [Na+], [Na+], O, O=S([O-])S(=O)[O-]. Yields the product CCOC(=O)C(N)C#N. RXN SMILES: [C:1](#[N:2])[C:3]([C:4](=[O:5])[O:6][CH2:7][CH3:8])=[N:9][OH:10].[C:22](=[O:23])([OH:24])[O-:25].[Cl-:20].[Na+:17].[Na+:18].[Na+:19].[Na+:26].[OH2:21].[S:11]([S:12]([O-:13])=[O:14])([O-:15])=[O:16]>>[C:1](#[N:2])[CH:3]([C:4](=[O:5])[O:6][CH2:7][CH3:8])[NH2:9]. Reaction SMILES: [C:30]([BH3-:31])#[N:32].[CH2:1]([CH2:2][CH3:3])[N:4]([CH2:5][CH2:6][CH2:7][CH2:8][NH:9][C:10]([c:11]1[cH:12][cH:13][c:14]([CH2:17][NH:18][CH2:19][c:20]2[n:21]([CH3:25])[cH:22][cH:23][n:24]2)[cH:15][cH:16]1)=[O:26])[CH2:27][CH2:28][CH3:29].[CH3:34][C:35](=[O:36])[OH:37].[CH3:38][c:39]1[cH:40][cH:41][c:42]([CH:45]=[O:46])[n:43][cH:44]1.[CH3:47][OH:48].[Na+:33].[OH2:49]>>[CH2:1]([CH2:2][CH3:3])[N:4]([CH2:5][CH2:6][CH2:7][CH2:8][NH:9][C:10]([c:11]1[cH:12][cH:13][c:14]([CH2:17][N:18]([CH2:19][c:20]2[n:21]([CH3:25])[cH:22][cH:23][n:24]2)[CH2:45][c:42]2[cH:41][cH:40][c:39]([CH3:38])[cH:44][n:43]2)[cH:15][cH:16]1)=[O:26])[CH2:27][CH2:28][CH3:29]. The product is CCCN(CCC)CCCCNC(=O)c1ccc(CN(Cc2ccc(C)cn2)Cc2nccn2C)cc1. The reactants are [BH3-]C#N, CCCN(CCC)CCCCNC(=O)c1ccc(CNCc2nccn2C)cc1, CC(=O)O, Cc1ccc(C=O)nc1, CO, [Na+], O. Starting materials: FC=1C=C2C=C(N=CC2=CC1)NC(OC[C@H](CC(COP(=O)(OC)OC)(C)C)N(C(=O)NCC1=C(C(=CC=C1)F)Cl)C)=O ((S)-2-(3-(2-chloro-3-fluorobenzyl)-1-methylureido)-5-(dimethoxyphosphoryloxy)-4,4-dimethylpentyl 6-fluoroisoquinolin-3-ylcarbamate), [Si](C)(C)(C)I (TMSI). Run in C(C)#N (acetonitrile). Run at temperature 0 celsius, time 30 minute. The product is FC=1C=C2C=C(N=CC2=CC1)NC(OC[C@H](CC(COP(=O)(O)O)(C)C)N(C(=O)NCC1=C(C(=CC=C1)F)Cl)C)=O ((S)-2-(3-(2-chloro-3-fluorobenzyl)-1-methylureido)-4,4-dimethyl-5-(phosphonooxy)pentyl 6-fluoroisoquinolin-3-ylcarbamate). The yield is 70.0%. As a reaction SMILES: [F:1][C:2]1[CH:3]=[C:4]2[C:9](=[CH:10][CH:11]=1)[CH:8]=[N:7][C:6]([NH:12][C:13](=[O:43])[O:14][CH2:15][C@@H:16]([N:29]([CH3:42])[C:30]([NH:32][CH2:33][C:34]1[CH:39]=[CH:38][CH:37]=[C:36]([F:40])[C:35]=1[Cl:41])=[O:31])[CH2:17][C:18]([CH3:28])([CH3:27])[CH2:19][O:20][P:21]([O:25]C)([O:23]C)=[O:22])=[CH:5]2.[Si](I)(C)(C)C>C(#N)C>[F:1][C:2]1[CH:3]=[C:4]2[C:9](=[CH:10][CH:11]=1)[CH:8]=[N:7][C:6]([NH:12][C:13](=[O:43])[O:14][CH2:15][C@@H:16]([N:29]([CH3:42])[C:30]([NH:32][CH2:33][C:34]1[CH:39]=[CH:38][CH:37]=[C:36]([F:40])[C:35]=1[Cl:41])=[O:31])[CH2:17][C:18]([CH3:27])([CH3:28])[CH2:19][O:20][P:21]([OH:23])([OH:25])=[O:22])=[CH:5]2. Procedure: To a solution of (S)-2-(3-(2-chloro-3-fluorobenzyl)-1-methylureido)-5-(dimethoxyphosphoryloxy)-4,4-dimethylpentyl 6-fluoroisoquinolin-3-ylcarbamate (0.5 g, 0.79 mmol) in acetonitrile (50 mL) was added TMSI (0.848 mL, 6.23 mmol) at 0° C. After stirred at 0° C. for 30 min, the reaction was quenched with MeOH. The solvent was removed and the resulting residue was purified on RP-HPLC using a mixture of acetonitrile and water (0.1% HCOOH buffer) to give (S)-2-(3-(2-chloro-3-fluorobenzyl)-1-methylurei... The reactants are FC=1C=C(C=CC1[N+](=O)[O-])C (3-Fluoro-4-nitrotoluene), Cl.C(C)OC(CC(CCC)N)=O (3-Amino-hexanoic acid ethyl ester hydrochloride), CCN(C(C)C)C(C)C (DIPEA). Solvent: CN(C)C=O (DMF), C(C)(=O)OCC (ethyl acetate). Conditions: time 48 hour. Product: C(C)OC(CC(CCC)NC1=C(C=CC(=C1)C)[N+](=O)[O-])=O (3-(5-Methyl-2-nitro-phenylamino)-hexanoic acid ethyl ester). Isolated yield 73.2%. As a reaction SMILES: F[C:2]1[CH:3]=[C:4]([CH3:11])[CH:5]=[CH:6][C:7]=1[N+:8]([O-:10])=[O:9].Cl.[CH2:13]([O:15][C:16](=[O:23])[CH2:17][CH:18]([NH2:22])[CH2:19][CH2:20][CH3:21])[CH3:14].CCN(C(C)C)C(C)C>CN(C=O)C.C(OCC)(=O)C>[CH2:13]([O:15][C:16](=[O:23])[CH2:17][CH:18]([NH:22][C:2]1[CH:3]=[C:4]([CH3:11])[CH:5]=[CH:6][C:7]=1[N+:8]([O-:10])=[O:9])[CH2:19][CH2:20][CH3:21])[CH3:14] |f:1.2|. Reported procedure: To a solution of 3-Fluoro-4-nitrotoluene (1.0 g, 6.5 mmol) in DMF (5 mL) were: 3-Amino-hexanoic acid ethyl ester hydrochloride (1.3 g, 6.7 mmol) and DIPEA (2.2 mL, 12.9 mmol). The reaction mixture was stirred at room temperature for 48 h. The reaction mixture was then diluted with ethyl acetate and washed with water (×4). The organic phase was then dried over Na2SO4 and concentrated. The resulting residue was purified by Combiflash using hexane and ethyl acetate (10% gradient) as an eluent to af... Starting materials: C(#N)C=1C=CC2=C(C=C(O2)C(=O)O)C1 (5-cyano-2-benzofurancarboxylic acid), N[C@@H]1CC[C@H](CC1)OCC(=O)OC(C)(C)C (t-butyl trans-(4-aminocyclohexyloxy)acetate). The product is C(#N)C=1C=CC2=C(C=C(O2)C(=O)N[C@@H]2CC[C@H](CC2)OCC(=O)OC(C)(C)C)C1 (t-butyl trans-[4-[(5-cyano-2-benzofuranyl)carbonylamino]cyclohexyloxy]acetate). Yield: 77.8%. Reaction SMILES: [C:1]([C:3]1[CH:4]=[CH:5][C:6]2[O:10][C:9]([C:11]([OH:13])=O)=[CH:8][C:7]=2[CH:14]=1)#[N:2].[NH2:15][C@H:16]1[CH2:21][CH2:20][C@H:19]([O:22][CH2:23][C:24]([O:26][C:27]([CH3:30])([CH3:29])[CH3:28])=[O:25])[CH2:18][CH2:17]1>>[C:1]([C:3]1[CH:4]=[CH:5][C:6]2[O:10][C:9]([C:11]([NH:15][C@H:16]3[CH2:21][CH2:20][C@H:19]([O:22][CH2:23][C:24]([O:26][C:27]([CH3:30])([CH3:29])[CH3:28])=[O:25])[CH2:18][CH2:17]3)=[O:13])=[CH:8][C:7]=2[CH:14]=1)#[N:2]. Reported procedure: The same method as in Example 18 was employed. That is, 5-cyano-2-benzofurancarboxylic acid (749 mg, 4.00 mmol) and t-butyl trans-(4-aminocyclohexyloxy)acetate (917 mg, 4.00 mmol) were condensed to give 1.24 g of t-butyl trans-[4-[(5-cyano-2-benzofuranyl)carbonylamino]cyclohexyloxy]acetate as a colorless solid (78%). Starting materials: CC1=NOC(=N1)CC(=O)O (3-methyl-1,2,4-oxadiazol-5-yl-acetic acid), NC1[C@@H]2N(C(=C(CS2)C(S)C=2SC(=NN2)C)C(=O)O)C1=O (7-amino-3-(5-methyl-1,3,4-thiadiazol-2-yl-mercaptomethyl)-3-cephem-4-carboxylic acid). The solvent is C(C)#N (acetonitrile). Yields the product CC1=NOC(=N1)CC(=O)NC1[C@@H]2N(C(=C(CS2)C(S)C=2SC(=NN2)C)C(=O)O)C1=O (7-[3-methyl-1,2,4-oxadiazol-5-yl-acetamido]-3-[5-methyl-1,3,4-thiadiazol-2-yl-mercaptomethyl]-3-cephem-4-carboxylic acid). Yield: 58.0%. Reaction SMILES: [CH3:1][C:2]1[N:6]=[C:5]([CH2:7][C:8]([OH:10])=O)[O:4][N:3]=1.[NH2:11][CH:12]1[C:30](=[O:31])[N:14]2[C:15]([C:27]([OH:29])=[O:28])=[C:16]([CH:19]([C:21]3[S:22][C:23]([CH3:26])=[N:24][N:25]=3)[SH:20])[CH2:17][S:18][C@H:13]12>C(#N)C>[CH3:1][C:2]1[N:6]=[C:5]([CH2:7][C:8]([NH:11][CH:12]2[C:30](=[O:31])[N:14]3[C:15]([C:27]([OH:29])=[O:28])=[C:16]([CH:19]([C:21]4[S:22][C:23]([CH3:26])=[N:24][N:25]=4)[SH:20])[CH2:17][S:18][C@H:13]23)=[O:10])[O:4][N:3]=1. Procedure details: Using the same procedure, 21.65 mmol of 3-methyl-1,2,4-oxadiazol-5-yl-acetic acid and 21.65 mmol of 7-amino-3-(5-methyl-1,3,4-thiadiazol-2-yl-mercaptomethyl)-3-cephem-4-carboxylic acid in 220 ml of dry acetonitrile were reacted for 3 hours at room temperature and 3 hours at 50° C.±5° C. to obtain a 58% yield of pure 7-[3-methyl-1,2,4-oxadiazol-5-yl-acetamido]-3-[5-methyl-1,3,4-thiadiazol-2-yl-mercaptomethyl]-3-cephem-4-carboxylic acid. Reactants: C(C)OC(=O)C=1C=NC2=C(C=C(C=C2C1Cl)F)OC (4-Chloro-6-fluoro-8-methoxy-quinoline-3-carboxylic acid ethyl ester), C(CCC)N (butylamine). Yields the product C(C)OC(=O)C=1C=NC2=C(C=C(C=C2C1NCCCC)F)OC (4-butylamino-6-fluoro-8-methoxy-quinoline-3-carboxylic acid ethyl ester). Reaction SMILES: [CH2:1]([O:3][C:4]([C:6]1[CH:7]=[N:8][C:9]2[C:14]([C:15]=1Cl)=[CH:13][C:12]([F:17])=[CH:11][C:10]=2[O:18][CH3:19])=[O:5])[CH3:2].[CH2:20]([NH2:24])[CH2:21][CH2:22][CH3:23]>>[CH2:1]([O:3][C:4]([C:6]1[CH:7]=[N:8][C:9]2[C:14]([C:15]=1[NH:24][CH2:20][CH2:21][CH2:22][CH3:23])=[CH:13][C:12]([F:17])=[CH:11][C:10]=2[O:18][CH3:19])=[O:5])[CH3:2]. Reported procedure: 4-Chloro-6-fluoro-8-methoxy-quinoline-3-carboxylic acid ethyl ester (250 mg, 0.88 mmol) was treated with butylamine following general procedure B to afford 4-butylamino-6-fluoro-8-methoxy-quinoline-3-carboxylic acid ethyl ester (282 mg). Thus obtained amino-ester was hydrolyzed to the corresponding acid using general procedure D and then transformed into the corresponding ethylamide (170 mg) following general procedure E. The above ethylamide (0.170 mmol) was subjected to reaction with methyl ch...